This data is from the Open Reaction Database (ORD), a public repository of structured organic reaction records. The task is: describe an organic reaction: reactants, conditions, products, and yield Starting materials: CCOC(=O)CBr, CCOC(C)=O, CC(C)(C)[O-], [K+], C1CCOC1, O, O=C1NCCCC1c1ccccc1. The product is CCOC(=O)CN1CCCC(c2ccccc2)C1=O. RXN SMILES: [Br:20][CH2:21][C:22](=[O:23])[O:24][CH2:25][CH3:26].[C:33]([O:34][CH2:35][CH3:36])(=[O:37])[CH3:38].[CH3:14][C:15]([CH3:16])([O-:17])[CH3:18].[K+:19].[O:27]1[CH2:28][CH2:29][CH2:30][CH2:31]1.[OH2:32].[c:1]1([CH:7]2[C:8](=[O:13])[NH:9][CH2:10][CH2:11][CH2:12]2)[cH:2][cH:3][cH:4][cH:5][cH:6]1>>[c:1]1([CH:7]2[C:8](=[O:13])[N:9]([CH2:21][C:22](=[O:23])[O:24][CH2:25][CH3:26])[CH2:10][CH2:11][CH2:12]2)[cH:2][cH:3][cH:4][cH:5][cH:6]1. Yields the product NC(C(=O)NC(C(C(=O)OC(C)C)O)CC(C)C)CC=1N=CN(C1)C(C1=CC=CC=C1)(C1=CC=CC=C1)C1=CC=CC=C1 (3-[[2-amino-1-oxo-3-[1-(triphenylmethyl)-1H-imidazol-4-yl]propyl]amino]-2-hydroxy-5-methylhexanoic acid, 1-methylethyl ester). The reagents and catalysts are [Pd] (Palladium on charcoal). RXN SMILES: [OH:1][CH:2]([CH:6]([NH:11][C:12](=[O:50])[CH:13]([NH:39]C(OCC1C=CC=CC=1)=O)[CH2:14][C:15]1[N:16]=[CH:17][N:18]([C:20]([C:33]2[CH:38]=[CH:37][CH:36]=[CH:35][CH:34]=2)([C:27]2[CH:32]=[CH:31][CH:30]=[CH:29][CH:28]=2)[C:21]2[CH:26]=[CH:25][CH:24]=[CH:23][CH:22]=2)[CH:19]=1)[CH2:7][CH:8]([CH3:10])[CH3:9])[C:3]([OH:5])=[O:4].[H][H].[CH:53](O)([CH3:55])[CH3:54]>[Pd]>[NH2:39][CH:13]([CH2:14][C:15]1[N:16]=[CH:17][N:18]([C:20]([C:33]2[CH:38]=[CH:37][CH:36]=[CH:35][CH:34]=2)([C:21]2[CH:22]=[CH:23][CH:24]=[CH:25][CH:26]=2)[C:27]2[CH:32]=[CH:31][CH:30]=[CH:29][CH:28]=2)[CH:19]=1)[C:12]([NH:11][CH:6]([CH2:7][CH:8]([CH3:10])[CH3:9])[CH:2]([OH:1])[C:3]([O:5][CH:53]([CH3:55])[CH3:54])=[O:4])=[O:50]. Reported procedure: Palladium on charcoal, 10%, 1 g, is added to 11.8 g (16.5 mmol) of 2-hydroxy-5-methyl-3-[[1-oxo-2[[(phenylmethoxy)carbonyl]amino]-3-[1-(triphenylmethyl)-1H-imidazol-4-yl]propyl]amino]hexanoic acid (mixture of [2R-[2R*,3S*(S*)]] and [2S-[2R*,3R*(R*)]]isomers) dissolved in isopropanol and the mixture is exposed to hydrogen gas. After complete uptake of hydrogen the mixture is filtered, the solvent evaporated in vacuo and the residue co-evaporated with diethyl ether to give 9.5 g of the title compo... Starting materials: OC(C(=O)O)C(CC(C)C)NC(C(CC=1N=CN(C1)C(C1=CC=CC=C1)(C1=CC=CC=C1)C1=CC=CC=C1)NC(=O)OCC1=CC=CC=C1)=O (2-hydroxy-5-methyl-3-[[1-oxo-2[[(phenylmethoxy)carbonyl]amino]-3-[1-(triphenylmethyl)-1H-imidazol-4-yl]propyl]amino]hexanoic acid), [H][H] (hydrogen), C(C)(C)O (isopropanol).